This data is from the Open Reaction Database (ORD), a public repository of structured organic reaction records. The task is: describe an organic reaction: reactants, conditions, products, and yield Starting materials: CCC(=O)CBr, CN(C)C=O, Cc1cn(N=Cc2cccnc2)c(=O)[nH]1, [H-], [Na+]. The product is CCC(=O)Cn1c(C)cn(N=Cc2cccnc2)c1=O. As a reaction SMILES: [Br:18][CH2:19][C:20]([CH2:21][CH3:22])=[O:23].[CH3:24][N:25]([CH3:26])[CH:27]=[O:28].[CH3:3][c:4]1[nH:5][c:6](=[O:17])[n:7]([N:9]=[CH:10][c:11]2[cH:12][n:13][cH:14][cH:15][cH:16]2)[cH:8]1.[H-:1].[Na+:2]>>[CH3:3][c:4]1[n:5]([CH2:19][C:20]([CH2:21][CH3:22])=[O:23])[c:6](=[O:17])[n:7]([N:9]=[CH:10][c:11]2[cH:12][n:13][cH:14][cH:15][cH:16]2)[cH:8]1. As a reaction SMILES: [CH:32]([Cl:33])([Cl:34])[Cl:35].[Cl:16][c:17]1[cH:18][cH:19][c:20]([OH:31])[c:21]([C:22](=[O:23])[c:24]2[cH:25][cH:26][cH:27][cH:28][cH:29]2)[cH:30]1.[Cl:1][c:2]1[cH:3][cH:4][n:5][c:6]2[cH:7][c:8]([O:14][CH3:15])[c:9]([O:12][CH3:13])[cH:10][c:11]12>>[ClH:1].[c:2]1([O:31][c:20]2[cH:19][cH:18][c:17]([Cl:16])[cH:30][c:21]2[C:22](=[O:23])[c:24]2[cH:25][cH:26][cH:27][cH:28][cH:29]2)[cH:3][cH:4][n:5][c:6]2[cH:7][c:8]([O:14][CH3:15])[c:9]([O:12][CH3:13])[cH:10][c:11]12. The product is Cl, COc1cc2nccc(Oc3ccc(Cl)cc3C(=O)c3ccccc3)c2cc1OC. Starting materials: ClC(Cl)Cl, O=C(c1ccccc1)c1cc(Cl)ccc1O, COc1cc2nccc(Cl)c2cc1OC.